From a dataset of the Open Reaction Database (ORD), a public repository of structured organic reaction records. describe an organic reaction: reactants, conditions, products, and yield The product is C(C)(C)(C)OC(CCC1=C(C=C(C=C1)OCCC=1N=C(OC1C)C1=CC=CC=C1)CN1C(C2=CC=CC=C2C1=O)=O)=O (3-{2-(1,3-Dioxo-1,3-dihydro-isoindol-2-ylmethyl)-4-[2-(5-methyl-2-phenyl-oxazol-4-yl)-ethoxy]-phenyl}-propionic acid tert-butyl ester). Procedure details: A 2 L 3-neck flask was charged with 3-[2-(1,3-dioxo-1,3-dihydro-isoindol-2-ylmethyl)-4-hydroxy-phenyl]-propionic acid tert-butyl ester (67.9 g, 0.178 mol), toluene-4-sulfonic acid 2-(5-methyl-2-phenyl-oxazol-4-yl)-ethyl ester (76.6 g, 0.214 mol) and DMF (680 mL). Cesium carbonate (75.4 g, 0.231 mol) was added, and the reaction mixture was heated at 55° C. for 18 h. After cooling, ethyl acetate (890 mL) and DI water (1200 mL) were added, the mixture was agitated, and the layers were separated. Th... Reaction SMILES: [C:1]([O:5][C:6](=[O:28])[CH2:7][CH2:8][C:9]1[CH:14]=[CH:13][C:12]([OH:15])=[CH:11][C:10]=1[CH2:16][N:17]1[C:25](=[O:26])[C:24]2[C:19](=[CH:20][CH:21]=[CH:22][CH:23]=2)[C:18]1=[O:27])([CH3:4])([CH3:3])[CH3:2].[CH3:29][C:30]1[O:34][C:33]([C:35]2[CH:40]=[CH:39][CH:38]=[CH:37][CH:36]=2)=[N:32][C:31]=1[CH2:41][CH2:42]OS(C1C=CC(C)=CC=1)(=O)=O.CN(C=O)C.C(=O)([O-])[O-].[Cs+].[Cs+]>O.C(OCC)(=O)C>[C:1]([O:5][C:6](=[O:28])[CH2:7][CH2:8][C:9]1[CH:14]=[CH:13][C:12]([O:15][CH2:42][CH2:41][C:31]2[N:32]=[C:33]([C:35]3[CH:40]=[CH:39][CH:38]=[CH:37][CH:36]=3)[O:34][C:30]=2[CH3:29])=[CH:11][C:10]=1[CH2:16][N:17]1[C:18](=[O:27])[C:19]2[C:24](=[CH:23][CH:22]=[CH:21][CH:20]=2)[C:25]1=[O:26])([CH3:4])([CH3:2])[CH3:3] |f:3.4.5|. Reaction conditions: temperature 55 celsius, time 8 hour. The solvent is O (DI water), C(C)(=O)OCC (ethyl acetate). The reactants are C(C)(C)(C)OC(CCC1=C(C=C(C=C1)O)CN1C(C2=CC=CC=C2C1=O)=O)=O (3-[2-(1,3-dioxo-1,3-dihydro-isoindol-2-ylmethyl)-4-hydroxy-phenyl]-propionic acid tert-butyl ester), CC1=C(N=C(O1)C1=CC=CC=C1)CCOS(=O)(=O)C1=CC=C(C=C1)C (toluene-4-sulfonic acid 2-(5-methyl-2-phenyl-oxazol-4-yl)-ethyl ester), CN(C)C=O (DMF), C([O-])([O-])=O.[Cs+].[Cs+] (Cesium carbonate). Starting materials: COC(CCCCCCC(=O)O)=O (suberic acid monomethyl ester), ClCC(=O)OC(CCl)=O (monochloroacetic anhydride), O1C=CC=C1 (furan). Solvent: C1(=CC=CC=C1)C (toluene). Run at temperature 50 celsius, time 6 hour. The product is COC(=O)CCCCCCC(=O)C=1OC=CC1 (2-(7-methoxycarbonyl-1-oxoheptyl)furan). Isolated yield 92.3%. RXN SMILES: [CH3:1][O:2][C:3](=[O:13])[CH2:4][CH2:5][CH2:6][CH2:7][CH2:8][CH2:9][C:10]([OH:12])=O.Cl[CH2:15][C:16]([O:18][C:19](=O)[CH2:20]Cl)=O.O1C=CC=C1>C1(C)C=CC=CC=1>[CH3:1][O:2][C:3]([CH2:4][CH2:5][CH2:6][CH2:7][CH2:8][CH2:9][C:10]([C:16]1[O:18][CH:19]=[CH:20][CH:15]=1)=[O:12])=[O:13]. Reported procedure: In 50 ml of toluene were dissolved 9.41 g (0.05 mole) of suberic acid monomethyl ester and 9.83 g (0.0575 mole) of monochloroacetic anhydride. To the resulting solution were added 4.43 g (0.065 mole) of furan and 0.71 g of boron trifluoride-diethyl ether complex and the resulting mixture was then stirred at 50° C. for 6 hours. After completion of the reaction, the reaction solution was cooled and washed successively with of water, 5% aqueous sodium carbonate solution and water. The organic layer... Starting materials: ClC1(C(=C(C(=C1Cl)Cl)Cl)Cl)Cl (hexachlorocyclopentadiene), C1=CC=CC1 (cyclopentadiene). Yields the product ClC12C3C=CCC3C(C(=C1Cl)Cl)(C2(Cl)Cl)Cl (4,5,6,7,8,8,-hexachloro-3a,4, 7,7a-tetrahydro-4,7-methanoindene). RXN SMILES: [Cl:1][C:2]1([Cl:11])[C:6]([Cl:7])=[C:5]([Cl:8])[C:4]([Cl:9])=[C:3]1[Cl:10].[CH:12]1[CH2:16][CH:15]=[CH:14][CH:13]=1>>[Cl:7][C:6]12[C:2]([Cl:11])([Cl:1])[C:3]([Cl:10])([C:4]([Cl:9])=[C:5]1[Cl:8])[CH:15]1[CH:16]2[CH:12]=[CH:13][CH2:14]1. Procedure details: In particular, the condensation reaction is a Dieis-Alder addition of hexachlorocyclopentadiene and cyclopentadiene to yield 4,5,6,7,8,8,-hexachloro-3a,4, 7,7a-tetrahydro-4,7-methanoindene which is oxidized with selenium dioxide to 1-exo-hydroxy-4,5,6,7,8,8-hexachloro-3a,4,7,7,a-tetrahydro-4,7-methanoindene. The composition of the heptachlor-hapten was verified by physical analysis.